From a dataset of the Open Reaction Database (ORD), a public repository of structured organic reaction records. describe an organic reaction: reactants, conditions, products, and yield Reactants: Cc1ccc2[nH]c3c(c2c1)CCN(C)CC3, O=C(CCl)N1CCOCC1, [Cu]I, [K+], [K+], [K+], CN(C)C=O, O=C(O)C1CCCN1, O=P([O-])([O-])[O-]. The product is Cc1ccc2c(c1)c1c(n2CC(=O)N2CCOCC2)CCN(C)CC1. RXN SMILES: [CH3:1][N:2]1[CH2:3][CH2:4][c:5]2[nH:6][c:7]3[cH:8][cH:9][c:10]([CH3:16])[cH:11][c:12]3[c:13]2[CH2:14][CH2:15]1.[Cl:33][CH2:34][C:35](=[O:36])[N:37]1[CH2:38][CH2:39][O:40][CH2:41][CH2:42]1.[Cu:43][I:44].[K+:30].[K+:31].[K+:32].[O:45]=[CH:46][N:47]([CH3:48])[CH3:49].[OH:17][C:18]([CH:19]1[NH:20][CH2:21][CH2:22][CH2:23]1)=[O:24].[P:25]([O-:26])([O-:27])([O-:28])=[O:29]>>[CH3:1][N:2]1[CH2:3][CH2:4][c:5]2[n:6]([CH2:34][C:35](=[O:36])[N:37]3[CH2:38][CH2:39][O:40][CH2:41][CH2:42]3)[c:7]3[cH:8][cH:9][c:10]([CH3:16])[cH:11][c:12]3[c:13]2[CH2:14][CH2:15]1. Reactants: CN(C)C=O, CCOC(C)=O, [Cl-], CC1(C)C=C(c2ccc(I)cn2)c2cc(C#N)ccc2O1, [Li+], N, Cc1ccc([Sn](C)(C)C)cc1. As a reaction SMILES: [CH3:36][N:37]([CH3:38])[CH:39]=[O:40].[CH3:41][CH2:42][O:43][C:44](=[O:45])[CH3:46].[Cl-:34].[I:1][c:2]1[cH:3][cH:4][c:5]([C:8]2=[CH:9][C:10]([CH3:20])([CH3:21])[O:11][c:12]3[c:13]2[cH:14][c:15]([C:18]#[N:19])[cH:16][cH:17]3)[n:6][cH:7]1.[Li+:33].[NH3:35].[c:22]1([CH3:32])[cH:23][cH:24][c:25]([Sn:28]([CH3:29])([CH3:30])[CH3:31])[cH:26][cH:27]1>>[c:2]1(-[c:25]2[cH:24][cH:23][c:22]([CH3:32])[cH:27][cH:26]2)[cH:3][cH:4][c:5]([C:8]2=[CH:9][C:10]([CH3:20])([CH3:21])[O:11][c:12]3[c:13]2[cH:14][c:15]([C:18]#[N:19])[cH:16][cH:17]3)[n:6][cH:7]1. Product: Cc1ccc(-c2ccc(C3=CC(C)(C)Oc4ccc(C#N)cc43)nc2)cc1. Reactants: C=O, CO, CC(C)C[N+](=O)[O-]. Product: CC(C)C(CO)(CO)[N+](=O)[O-]. As a reaction SMILES: [CH2:8]=[O:9].[CH3:10][OH:11].[CH3:1][CH:2]([CH2:3][N+:4](=[O:5])[O-:6])[CH3:7]>>[CH3:1][CH:2]([C:3]([N+:4](=[O:5])[O-:6])([CH2:8][OH:9])[CH2:10][OH:11])[CH3:7].